Dataset: the Open Reaction Database (ORD), a public repository of structured organic reaction records. Task: describe an organic reaction: reactants, conditions, products, and yield The reactants are O=S1(N(C(CN(C2=C1C=C(C(=C2)Br)OC)C2=CC=CC=C2)(CCCC)CCCC)CC2=CC=C(C=C2)OC)=O (1,1-dioxo-2-(4-methoxybenzyl)-3,3dibutyl-5-phenyl-7-bromo-8-methoxy-2,3,4,5-tetrahydro-1,2,5-benzothiadiazepine), [Li]CCCC (n-BuLi), C(C)OCC (Diethyl ether), CI (MeI). Run in C1CCOC1 (THF). Reaction conditions: temperature -78 celsius, time 20 minute. Yields the product O=S1(N(C(CN(C2=C1C=C(C(=C2)C)OC)C2=CC=CC=C2)(CCCC)CCCC)CC2=CC=C(C=C2)OC)=O (1,1-Dioxo-2-(4-methoxybenzyl)-3,3-dibutyl-5-phenyl-7-methyl-8-methoxy-2,3,4,5-tetrahydro-1,2,5-benzothiadiazepine). Yield: 21.3%. Reaction SMILES: [O:1]=[S:2]1(=[O:39])[C:8]2[CH:9]=[C:10]([O:14][CH3:15])[C:11](Br)=[CH:12][C:7]=2[N:6]([C:16]2[CH:21]=[CH:20][CH:19]=[CH:18][CH:17]=2)[CH2:5][C:4]([CH2:26][CH2:27][CH2:28][CH3:29])([CH2:22][CH2:23][CH2:24][CH3:25])[N:3]1[CH2:30][C:31]1[CH:36]=[CH:35][C:34]([O:37][CH3:38])=[CH:33][CH:32]=1.[Li][CH2:41]CCC.CI.C(OCC)C>C1COCC1>[O:1]=[S:2]1(=[O:39])[C:8]2[CH:9]=[C:10]([O:14][CH3:15])[C:11]([CH3:41])=[CH:12][C:7]=2[N:6]([C:16]2[CH:21]=[CH:20][CH:19]=[CH:18][CH:17]=2)[CH2:5][C:4]([CH2:26][CH2:27][CH2:28][CH3:29])([CH2:22][CH2:23][CH2:24][CH3:25])[N:3]1[CH2:30][C:31]1[CH:36]=[CH:35][C:34]([O:37][CH3:38])=[CH:33][CH:32]=1. Procedure: To a cooled solution (−78° C.) of 1,1-dioxo-2-(4-methoxybenzyl)-3,3dibutyl-5-phenyl-7-bromo-8-methoxy-2,3,4,5-tetrahydro-1,2,5-benzothiadiazepine (Method 23; 2.10 g, 3.41 mmol) in THF (50 ml) was added dropwise a solution of n-BuLi (2.35 ml, 3.75 mmol, 1.6 M in hexane). After stirring at −78° C. for 20 minutes, MeI (2.42 g, 17.1 mmol) was added. The mixture was stirred at −78° C. for 10 minutes and at room temperature for 18 hours. Diethyl ether (50 ml) was added and the organic phase was washed... Starting materials: CC(=O)O, CC(=O)[O-], CCOC(C)=O, C[N+](=O)[O-], [NH4+], O=Cc1cccc(Oc2ccccc2)c1, O. Yields the product O=[N+]([O-])C=Cc1cccc(Oc2ccccc2)c1. RXN SMILES: [CH3:1][C:2](=[O:3])[OH:4].[CH3:25][C:26](=[O:27])[O-:28].[CH3:29][CH2:30][O:31][C:32](=[O:33])[CH3:34].[N+:20](=[O:21])([O-:22])[CH3:23].[NH4+:24].[O:5]([c:6]1[cH:7][cH:8][cH:9][cH:10][cH:11]1)[c:12]1[cH:13][c:14]([CH:15]=[O:16])[cH:17][cH:18][cH:19]1.[OH2:35]>>[O:5]([c:6]1[cH:7][cH:8][cH:9][cH:10][cH:11]1)[c:12]1[cH:13][c:14]([CH:15]=[CH:23][N+:20](=[O:21])[O-:22])[cH:17][cH:18][cH:19]1. Starting materials: O1CCOC12CCC(CC2)N(C(=O)NC=2SC(=CN2)C)C2CCC(CC2)C (1-(1,4-dioxa-spiro[4.5]dec-8-yl)-1-(4-methyl-cyclohexyl)-3-(5-methyl-thiazol-2-yl)-urea). Solvent: C(C)(=O)O (acetic acid). Product: CC1CCC(CC1)N(C(=O)NC=1SC(=CN1)C)C1CCC(CC1)=O (1-(4-Methyl-cyclohexyl)-3-(5-methyl-thiazol-2-yl)-1-(4-oxo-cyclohexyl)-urea). As a reaction SMILES: O1[C:5]2([CH2:10][CH2:9][CH:8]([N:11]([CH:21]3[CH2:26][CH2:25][CH:24]([CH3:27])[CH2:23][CH2:22]3)[C:12]([NH:14][C:15]3[S:16][C:17]([CH3:20])=[CH:18][N:19]=3)=[O:13])[CH2:7][CH2:6]2)[O:4]CC1>C(O)(=O)C>[CH3:27][CH:24]1[CH2:23][CH2:22][CH:21]([N:11]([CH:8]2[CH2:9][CH2:10][C:5](=[O:4])[CH2:6][CH2:7]2)[C:12]([NH:14][C:15]2[S:16][C:17]([CH3:20])=[CH:18][N:19]=2)=[O:13])[CH2:26][CH2:25]1. Procedure details: A solution of 1-(1,4-dioxa-spiro[4.5]dec-8-yl)-1-(4-methyl-cyclohexyl)-3-(5-methyl-thiazol-2-yl)-urea (100 mg, 0.25 mmol) in 80% aqueous acetic acid (1.15 mL) was heated at 60° C. for 3½ h. The reaction mixture was evaporated to dryness in vacuo to give a golden oil. The crude product was purified by HPLC to give the title compound. The reactants are CNC(=O)c1c2ccc(Cl)cc2c(-c2ccccc2)n1C, CI, CN(C)C=O, [K]. Product: CN(C)C(=O)c1c2ccc(Cl)cc2c(-c2ccccc2)n1C. As a reaction SMILES: [CH3:1][NH:2][C:3](=[O:4])[c:5]1[n:6]([CH3:21])[c:7](-[c:15]2[cH:16][cH:17][cH:18][cH:19][cH:20]2)[c:8]2[cH:9][c:10]([Cl:14])[cH:11][cH:12][c:13]12.[CH3:23][I:24].[CH3:25][N:26]([CH3:27])[CH:28]=[O:29].[K:22]>>[CH3:1][N:2]([C:3](=[O:4])[c:5]1[n:6]([CH3:21])[c:7](-[c:15]2[cH:16][cH:17][cH:18][cH:19][cH:20]2)[c:8]2[cH:9][c:10]([Cl:14])[cH:11][cH:12][c:13]12)[CH3:23]. Starting materials: Intermediate 27, BrC1=NC=C(C=C1C)[N+](=O)[O-] (2-bromo-3-methyl-5-nitropyridine), C(C)(C)OC=1C=C(C=CC1)B(O)O (3-isopropoxyphenylboronic acid). Yields the product C(C)(C)OC=1C=C(C=CC1)C1=NC=C(C=C1C)[N+](=O)[O-] (2-(3-isopropoxyphenyl)-3-methyl-5-nitropyridine). Isolated yield 82.0%. RXN SMILES: Br[C:2]1[C:7]([CH3:8])=[CH:6][C:5]([N+:9]([O-:11])=[O:10])=[CH:4][N:3]=1.[CH:12]([O:15][C:16]1[CH:17]=[C:18](B(O)O)[CH:19]=[CH:20][CH:21]=1)([CH3:14])[CH3:13]>>[CH:12]([O:15][C:16]1[CH:21]=[C:20]([C:2]2[C:7]([CH3:8])=[CH:6][C:5]([N+:9]([O-:11])=[O:10])=[CH:4][N:3]=2)[CH:19]=[CH:18][CH:17]=1)([CH3:14])[CH3:13]. Procedure details: Obtained (1.03 g, yield 82%) following the procedure described in Intermediate 27, starting with 2-bromo-3-methyl-5-nitropyridine (4.61 mmol, 1.0 g), 3-isopropoxyphenylboronic acid (4.61 mmol, 0.83 g).